Dataset: the Open Reaction Database (ORD), a public repository of structured organic reaction records. Task: describe an organic reaction: reactants, conditions, products, and yield Reactants: C=CCn1c(C)c(C)c2cc(C(=O)O)nc(N3CCc4ccccc4C3)c21, CCN=C=NCCCN(C)C, Cc1ccc(CN)cc1, CCN(C(C)C)C(C)C, ClCCl, Cl. The product is C=CCn1c(C)c(C)c2cc(C(=O)NCc3ccc(C)cc3)nc(N3CCc4ccccc4C3)c21. As a reaction SMILES: [CH2:1]([CH:2]=[CH2:3])[n:4]1[c:5]([CH3:27])[c:6]([CH3:26])[c:7]2[c:8]1[c:9]([N:16]1[CH2:17][c:18]3[cH:19][cH:20][cH:21][cH:22][c:23]3[CH2:24][CH2:25]1)[n:10][c:11]([C:13](=[O:14])[OH:15])[cH:12]2.[CH3:29][N:30]([CH3:31])[CH2:32][CH2:33][CH2:34][N:35]=[C:36]=[N:37][CH2:38][CH3:39].[CH3:49][c:50]1[cH:51][cH:52][c:53]([CH2:54][NH2:55])[cH:56][cH:57]1.[CH:40]([N:41]([CH:42]([CH3:43])[CH3:44])[CH2:45][CH3:46])([CH3:47])[CH3:48].[Cl:58][CH2:59][Cl:60].[ClH:28]>>[CH2:1]([CH:2]=[CH2:3])[n:4]1[c:5]([CH3:27])[c:6]([CH3:26])[c:7]2[c:8]1[c:9]([N:16]1[CH2:17][c:18]3[cH:19][cH:20][cH:21][cH:22][c:23]3[CH2:24][CH2:25]1)[n:10][c:11]([C:13](=[O:15])[NH:55][CH2:54][c:53]1[cH:52][cH:51][c:50]([CH3:49])[cH:57][cH:56]1)[cH:12]2. Reaction SMILES: [CH2:1]1[O:19][C:4]2=[CH:5][C:6]3[O:11][C:10](=[O:12])[C:9]([C:13]([O:15]CC)=[O:14])=[CH:8][C:7]=3[CH:18]=[C:3]2[O:2]1.O.Cl>CO.[OH-].[K+]>[CH2:1]1[O:19][C:4]2=[CH:5][C:6]3[O:11][C:10](=[O:12])[C:9]([C:13]([OH:15])=[O:14])=[CH:8][C:7]=3[CH:18]=[C:3]2[O:2]1 |f:4.5|. Procedure details: To a suspension of ethyl 6,7-methylenedioxy-2-oxo-1-benzopyran-3-carboxylate (0.26 g) in methanol (20 ml), 2N KOH (1.5 ml) was added, followed by stirring at room temperature for 2 hours. The reaction mixture was poured into water and acidified with hydrochloric acid; the resulting crystal was collected by filtration to yield 6,7-methylenedioxy-2-oxo-1-benzopyran-3-carboxylic acid (0.1 g, 44%), which was then recrystallized from N,N-dimethylformamide-water to yield yellow prisms having a melting... Conditions: time 2 hour. The yield is 43.1%. Product: C1OC=2C(=CC3=C(C=C(C(O3)=O)C(=O)O)C2)O1 (6,7-methylenedioxy-2-oxo-1-benzopyran-3-carboxylic acid). The reactants are C1OC=2C(=CC3=C(C=C(C(O3)=O)C(=O)OCC)C2)O1 (ethyl 6,7-methylenedioxy-2-oxo-1-benzopyran-3-carboxylate), Cl (hydrochloric acid), O (water). The solvent is CO (methanol), [OH-].[K+] (KOH).